From a dataset of the Open Reaction Database (ORD), a public repository of structured organic reaction records. describe an organic reaction: reactants, conditions, products, and yield The reactants are CCOC(=O)C1=C(C)NC(C=O)=C(C(=O)OCC)C1c1ccccc1[N+](=O)[O-], CC(=O)[O-], CC(=O)OC(C)=O, CC(=O)O, Cl, NO, [Na+]. Yields the product CCOC(=O)C1=C(C)NC(C#N)=C(C(=O)OCC)C1c1ccccc1[N+](=O)[O-]. Reaction SMILES: [CH3:1][C:2]1=[C:7]([C:8](=[O:9])[O:10][CH2:11][CH3:12])[CH:6]([c:13]2[c:14]([N+:19](=[O:20])[O-:21])[cH:15][cH:16][cH:17][cH:18]2)[C:5]([C:22](=[O:23])[O:24][CH2:25][CH3:26])=[C:4]([CH:27]=[O:28])[NH:3]1.[CH3:33][C:34](=[O:35])[O-:36].[CH3:37][C:38]([O:39][C:40](=[O:41])[CH3:42])=[O:43].[CH3:44][C:45](=[O:46])[OH:47].[ClH:29].[NH2:30][OH:31].[Na+:32]>>[CH3:1][C:2]1=[C:7]([C:8](=[O:9])[O:10][CH2:11][CH3:12])[CH:6]([c:13]2[c:14]([N+:19](=[O:20])[O-:21])[cH:15][cH:16][cH:17][cH:18]2)[C:5]([C:22](=[O:23])[O:24][CH2:25][CH3:26])=[C:4]([C:27]#[N:30])[NH:3]1.